This data is from the Open Reaction Database (ORD), a public repository of structured organic reaction records. The task is: describe an organic reaction: reactants, conditions, products, and yield Reactants: CO (methanol), [Si](C)(C)(C)C#N (TMSCN), C1(=CC=CC=C1)[C@H](C)N ((S)-(−)-1-phenylethylamine), C[C@H](C=O)[C@H](C)OCC1=CC=CC=C1 ((2S,3S)-2-methyl-3-benzyloxybutyraldehyde). Run in ClCCl (dichloromethane). Conditions: temperature 0 celsius, time 2 hour. The product is C(#N)[C@@H]([C@H]([C@H](C)OC1OCCCC1)C)N[C@@H](C)C1=CC=CC=C1 ((1R,2R,3S)-1-cyano-2-methyl-3-tetrahydropyranyloxy-N-[(S)-1′-phenylethyl]butylamine), C(#N)[C@H]([C@H]([C@H](C)OC1OCCCC1)C)N[C@@H](C)C1=CC=CC=C1 ((1S,2R,3S)-1-cyano-2-methyl-3-tetrahydropyranyloxy-N-[(S)-1′-phenylethyl]butylamine). The yield is 90.0%. As a reaction SMILES: [C:1]1([C@@H:7]([NH2:9])[CH3:8])[CH:6]=[CH:5][CH:4]=[CH:3][CH:2]=1.[CH3:10][C@@H:11]([C@@H:14]([O:16][CH2:17][C:18]1[CH:23]=[CH:22][CH:21]=CC=1)[CH3:15])[CH:12]=O.C[OH:25].[Si]([C:30]#[N:31])(C)(C)C>ClCCl>[C:30]([C@H:12]([NH:9][C@H:7]([C:1]1[CH:6]=[CH:5][CH:4]=[CH:3][CH:2]=1)[CH3:8])[C@@H:11]([CH3:10])[C@@H:14]([O:16][CH:17]1[CH2:18][CH2:23][CH2:22][CH2:21][O:25]1)[CH3:15])#[N:31].[C:30]([C@@H:12]([NH:9][C@H:7]([C:1]1[CH:6]=[CH:5][CH:4]=[CH:3][CH:2]=1)[CH3:8])[C@@H:11]([CH3:10])[C@@H:14]([O:16][CH:17]1[CH2:18][CH2:23][CH2:22][CH2:21][O:25]1)[CH3:15])#[N:31]. Procedure: (S)-(−)-1-phenylethylamine (211 mg, 225 μl, 1.74 mmol) was added at room temperature to a solution of (2S,3S)-2-methyl-3-tetrahydropyranyloxybutyraldehyde (6) (270 mg, 1.45 mmol) in dichloromethane (6 ml), and the stirring was continued at room temperature for 2 hours. The reaction mixture was cooled to 0° C., and methanol (2 ml) and TMSCN (216 mg, 290 μl, 2.18 mmol) were successively introduced. After stirring at 0° C. for 2 hours and then at room temperature for 22 hours, the reaction mixture ...